Task: describe an organic reaction: reactants, conditions, products, and yield. Dataset: the Open Reaction Database (ORD), a public repository of structured organic reaction records Starting materials: ClCCl, O=C(O)C(F)(F)F, COC(=O)CCC(O)c1cccc(OC)c1. Product: COc1cccc(C2CCC(=O)O2)c1. RXN SMILES: [Cl:24][CH2:25][Cl:26].[OH:17][C:18]([C:19]([F:20])([F:21])[F:22])=[O:23].[OH:1][CH:2]([CH2:3][CH2:4][C:5](=[O:6])[O:7][CH3:8])[c:9]1[cH:10][c:11]([O:15][CH3:16])[cH:12][cH:13][cH:14]1>>[CH:2]1([c:9]2[cH:10][c:11]([O:15][CH3:16])[cH:12][cH:13][cH:14]2)[CH2:3][CH2:4][C:5](=[O:6])[O:7]1. Starting materials: C=O, COc1cc(N2CC3CNCC3C2)ccc1-c1ccccc1, O=C(O)C(F)(F)F. Yields the product COc1cc(N2CC3CN(C)CC3C2)ccc1-c1ccccc1. Reaction SMILES: [CH2:30]=[O:31].[CH3:8][O:9][c:10]1[c:11](-[c:24]2[cH:25][cH:26][cH:27][cH:28][cH:29]2)[cH:12][cH:13][c:14]([N:16]2[CH2:17][CH:18]3[CH2:19][NH:20][CH2:21][CH:22]3[CH2:23]2)[cH:15]1.[F:1][C:2]([F:3])([F:4])[C:5]([OH:6])=[O:7]>>[CH3:2][N:20]1[CH2:19][CH:18]2[CH2:17][N:16]([c:14]3[cH:13][cH:12][c:11](-[c:24]4[cH:25][cH:26][cH:27][cH:28][cH:29]4)[c:10]([O:9][CH3:8])[cH:15]3)[CH2:23][CH:22]2[CH2:21]1.